Dataset: the Open Reaction Database (ORD), a public repository of structured organic reaction records. Task: describe an organic reaction: reactants, conditions, products, and yield Reactants: NC=1C=C2C(=CNC2=CC1)C1CCN(CC1)C (5-amino-3-(1-methylpiperidin-4-yl)-1H-indole), ClC1=CC=C(C=N1)C(=O)O (6-chloropyridine-3-carboxylic acid). The product is ClC1=CC=C(C=N1)C(=O)NC=1C=C2C(=CNC2=CC1)C1CCN(CC1)C (5-(6-chloropyridine-3-carbonyl)amino-3-(1-methylpiperidin-4-yl)-1H-indole). Yield: 39.8%. As a reaction SMILES: [NH2:1][C:2]1[CH:3]=[C:4]2[C:8](=[CH:9][CH:10]=1)[NH:7][CH:6]=[C:5]2[CH:11]1[CH2:16][CH2:15][N:14]([CH3:17])[CH2:13][CH2:12]1.[Cl:18][C:19]1[N:24]=[CH:23][C:22]([C:25](O)=[O:26])=[CH:21][CH:20]=1>>[Cl:18][C:19]1[N:24]=[CH:23][C:22]([C:25]([NH:1][C:2]2[CH:3]=[C:4]3[C:8](=[CH:9][CH:10]=2)[NH:7][CH:6]=[C:5]3[CH:11]2[CH2:16][CH2:15][N:14]([CH3:17])[CH2:13][CH2:12]2)=[O:26])=[CH:21][CH:20]=1. Reported procedure: Beginning with 7.0 mg (0.03 mMol) 5-amino-3-(1-methylpiperidin-4-yl)-1H-indole and 14.2 mg (0.09 mMol) 6-chloropyridine-3-carboxylic acid, 4.4 mg (40%) of the title compound were recovered. Starting materials: [Si](C)(C)(C(C)(C)C)OCCN=C=O (2-(tert-butyldimethylsilyloxy)ethyl isocyanate), [N+](=[N-])=C1C(=NC=N1)C(=O)N (5-diazoimidazole-4-carboxamide). Run in CS(=O)C (dimethylsulfoxide). Run at time 16 hour. Product: [Si](C)(C)(C(C)(C)C)OCCN1N=NC=2N(C1=O)C=NC2C(=O)N (3-(2-(tert-Butyldimethylsilyloxy)ethyl)-4-oxo-3,4-dihydroimidazo[5,1-d][1,2,3,5]tetrazine-8-carboxamide). As a reaction SMILES: [Si:1]([O:8][CH2:9][CH2:10][N:11]=[C:12]=[O:13])([C:4]([CH3:7])([CH3:6])[CH3:5])([CH3:3])[CH3:2].[N+:14](=[C:16]1[N:20]=[CH:19][N:18]=[C:17]1[C:21]([NH2:23])=[O:22])=[N-:15]>CS(C)=O>[Si:1]([O:8][CH2:9][CH2:10][N:11]1[C:12](=[O:13])[N:20]2[CH:19]=[N:18][C:17]([C:21]([NH2:23])=[O:22])=[C:16]2[N:14]=[N:15]1)([C:4]([CH3:7])([CH3:6])[CH3:5])([CH3:3])[CH3:2]. Procedure details: Crude 2-(tert-butyldimethylsilyloxy)ethyl isocyanate (422 mg, 2.097 mmol) was added drop wise to a solution of 5-diazoimidazole-4-carboxamide (250 mg, 1.823 mmol) in dimethylsulfoxide (2.5 mL) and the reaction mixture was stirred at room temperature. After 16 hours, the crude reaction mixture was applied to reverse phase silica (C18 silica) and eluted with water and then acetonitrile. The acetonitrile fractions were combined and purified by flash column chromatography (SiO2, gradient 0-100% acet... Reactants: C(C)OC(C(CC=1C=C2C=CNC2=CC1)OCC)=O (rac-2-ethoxy-3-(1H-indol-5-yl)-propionic acid ethyl ester), ClCC=1N=C(OC1C)C1=CC=C(C=C1)C(F)(F)F (4-chloromethyl-5-methyl-2-(4-trifluoromethyl-phenyl)-oxazole). Yields the product C(C)OC(C(=O)O)CC=1C=C2C=CN(C2=CC1)CC=1N=C(OC1C)C1=CC=C(C=C1)C(F)(F)F (Rac-2-Ethoxy-3-{1-[5-methyl-2-(4-trifluoromethyl-phenyl)-oxazol-4-ylmethyl]-1H-indol 5-yl}-propionic Acid). Isolated yield 27.0%. RXN SMILES: C([O:3][C:4](=[O:19])[CH:5]([O:16][CH2:17][CH3:18])[CH2:6][C:7]1[CH:8]=[C:9]2[C:13](=[CH:14][CH:15]=1)[NH:12][CH:11]=[CH:10]2)C.Cl[CH2:21][C:22]1[N:23]=[C:24]([C:28]2[CH:33]=[CH:32][C:31]([C:34]([F:37])([F:36])[F:35])=[CH:30][CH:29]=2)[O:25][C:26]=1[CH3:27]>>[CH2:17]([O:16][CH:5]([CH2:6][C:7]1[CH:8]=[C:9]2[C:13](=[CH:14][CH:15]=1)[N:12]([CH2:21][C:22]1[N:23]=[C:24]([C:28]3[CH:29]=[CH:30][C:31]([C:34]([F:37])([F:36])[F:35])=[CH:32][CH:33]=3)[O:25][C:26]=1[CH3:27])[CH:11]=[CH:10]2)[C:4]([OH:3])=[O:19])[CH3:18]. Procedure: Starting from rac-2-ethoxy-3-(1H-indol-5-yl)-propionic acid ethyl ester and 4-chloromethyl-5-methyl-2-(4-trifluoromethyl-phenyl)-oxazole, the title compound was obtained in 27% yield as a yellow solid. MS: (M+H)+ 473.2. Reactants: C(C1=CC=CC=C1)C1=C(C(=O)NCC2=CC(=CC(=C2)C(F)(F)F)C(F)(F)F)C=CC=C1 (2-benzyl-N-(3,5-bis-trifluoromethyl-benzyl)-benzamide), C[Si]([N-][Si](C)(C)C)(C)C.[K+] (potassium hexamethyldisilazide), C(C)(=O)OCC (ethyl acetate), CI (methyl iodide). Solvent: CN(C=O)C (N,N-dimethylformamide). Product: C(C1=CC=CC=C1)C1=C(C(=O)N(C)CC2=CC(=CC(=C2)C(F)(F)F)C(F)(F)F)C=CC=C1 (2-Benzyl-N-(3,5-bis-trifluoromethyl-benzyl)-N-methyl-benzamide). Yield: 86.7%. As a reaction SMILES: [CH2:1]([C:8]1[CH:31]=[CH:30][CH:29]=[CH:28][C:9]=1[C:10]([NH:12][CH2:13][C:14]1[CH:19]=[C:18]([C:20]([F:23])([F:22])[F:21])[CH:17]=[C:16]([C:24]([F:27])([F:26])[F:25])[CH:15]=1)=[O:11])[C:2]1[CH:7]=[CH:6][CH:5]=[CH:4][CH:3]=1.[CH3:32][Si](C)(C)[N-][Si](C)(C)C.[K+].CI.C(OCC)(=O)C>CN(C)C=O>[CH2:1]([C:8]1[CH:31]=[CH:30][CH:29]=[CH:28][C:9]=1[C:10]([N:12]([CH2:13][C:14]1[CH:15]=[C:16]([C:24]([F:25])([F:26])[F:27])[CH:17]=[C:18]([C:20]([F:22])([F:23])[F:21])[CH:19]=1)[CH3:32])=[O:11])[C:2]1[CH:7]=[CH:6][CH:5]=[CH:4][CH:3]=1 |f:1.2|. Procedure details: To a solution of 100 mg (0.23 mmol) 2-benzyl-N-(3,5-bis-trifluoromethyl-benzyl)-benzamide in 1 ml N,N-dimethylformamide at 0° C. were added 50 mg (0.25 mmol) potassium hexamethyldisilazide. Stirring was continued for 1 h at this temperature and 0.016 ml (0.25 mmol) methyl iodide were added. After stirring for 3 h at room temperature, ethyl acetate was added. The mixture was washed with brine, dried (magnesium sulfate) and evaporated. The solvent was removed in vacuo and the residue was purified ...